Dataset: the Open Reaction Database (ORD), a public repository of structured organic reaction records. Task: describe an organic reaction: reactants, conditions, products, and yield The reactants are ClC=1C=CC=2C3=CC=CC=C3C(N(C2C1)C(=O)C=1C=C(C=CC1)O)C (3-[(3-chloro-6-methylphenanthridin-5(6H)-yl)carbonyl]phenol), ( M ). Run in C(Cl)(Cl)Cl (CHCl3). The product is ClC=1C=CC=2C3=CC=CC=C3[C@@H](N(C2C1)C(=O)C=1C=C(C=CC1)O)C (3-{[(6S)-3-chloro-6-methylphenanthridin-5(6H)-yl]carbonyl}phenol). As a reaction SMILES: [Cl:1][C:2]1[CH:3]=[CH:4][C:5]2[C:6]3[C:11]([CH:12]([CH3:25])[N:13]([C:16]([C:18]4[CH:19]=[C:20]([OH:24])[CH:21]=[CH:22][CH:23]=4)=[O:17])[C:14]=2[CH:15]=1)=[CH:10][CH:9]=[CH:8][CH:7]=3>C(Cl)(Cl)Cl>[Cl:1][C:2]1[CH:3]=[CH:4][C:5]2[C:6]3[C:11]([C@H:12]([CH3:25])[N:13]([C:16]([C:18]4[CH:19]=[C:20]([OH:24])[CH:21]=[CH:22][CH:23]=4)=[O:17])[C:14]=2[CH:15]=1)=[CH:10][CH:9]=[CH:8][CH:7]=3. Procedure details: The enantiomers of 3-[(3-chloro-6-methylphenanthridin-5(6H)-yl)carbonyl]phenol (367 mg, 1.05 mmol) were separated by automated, preparative, normal phase, chiral chromatography on a Chiralpak AD (20 mm×250 mm) column eluting with 100% ethanol at a flow rate of 10 mL/min. After combination of fractions and evaporation of the solvent in vacuo, one peak (99.9%) with a retention time of 9.771 minutes was isolated as a white solid (135 mg, 74% based upon a 1:1 ratio of enantiomers with a theoretical ... The reactants are CN(c1cccc2cc(C(N)=O)[nH]c12)S(=O)(=O)c1cccs1, COc1ccc(P2(=S)SP(=S)(c3ccc(OC)cc3)S2)cc1, C1CCOC1. Product: CN(c1cccc2cc(C(N)=S)[nH]c12)S(=O)(=O)c1cccs1. RXN SMILES: [CH3:1][N:2]([c:3]1[cH:4][cH:5][cH:6][c:7]2[cH:8][c:9]([C:12](=[O:13])[NH2:14])[nH:10][c:11]12)[S:15](=[O:16])(=[O:17])[c:18]1[s:19][cH:20][cH:21][cH:22]1.[CH3:23][O:24][c:25]1[cH:26][cH:27][c:28]([P:29]2(=[S:32])[S:30][P:31]([c:33]3[cH:34][cH:35][c:36]([O:37][CH3:38])[cH:39][cH:40]3)(=[S:41])[S:42]2)[cH:43][cH:44]1.[O:45]1[CH2:46][CH2:47][CH2:48][CH2:49]1>>[CH3:1][N:2]([c:3]1[cH:4][cH:5][cH:6][c:7]2[cH:8][c:9]([C:12]([NH2:14])=[S:32])[nH:10][c:11]12)[S:15](=[O:16])(=[O:17])[c:18]1[s:19][cH:20][cH:21][cH:22]1. Reaction SMILES: [OH:1][C:2]1[CH:7]=[CH:6][C:5](/[CH:8]=[CH:9]/[C:10](=[O:25])[CH2:11][C:12](=[O:24])/[CH:13]=[CH:14]/[C:15]2[CH:20]=[CH:19][C:18]([OH:21])=[C:17]([O:22][CH3:23])[CH:16]=2)=[CH:4][C:3]=1[O:26][CH3:27].[C:28]([O-])([O-])=O.[K+].[K+].COS(=O)(=O)OC>CC(C)=O.O>[CH3:27][O:26][C:3]1[CH:4]=[C:5](/[CH:8]=[CH:9]/[C:10](=[O:25])[CH2:11][C:12](=[O:24])/[CH:13]=[CH:14]/[C:15]2[CH:20]=[CH:19][C:18]([OH:21])=[C:17]([O:22][CH3:23])[CH:16]=2)[CH:6]=[CH:7][C:2]=1[O:1][CH3:28] |f:1.2.3|. Product: COC=1C=C(C=CC1OC)\C=C\C(CC(\C=C\C1=CC(=C(C=C1)O)OC)=O)=O ((1E,6E)-1-(3,4-dimethoxyphenyl)-7-(4-hydroxy-3-methoxyphenyl)hepta-1,6-diene-3,5-dione). The yield is 44.5%. Reactants: OC1=C(C=C(C=C1)\C=C\C(CC(\C=C\C1=CC(=C(C=C1)O)OC)=O)=O)OC ((1E,6E)-1,7-bis(4-hydroxy-3-methoxyphenyl)hepta-1,6-diene-3,5-dione), C(=O)([O-])[O-].[K+].[K+] (K2CO3), COS(OC)(=O)=O (sulfuric acid dimethyl ester). Reported procedure: To the solution of (1E,6E)-1,7-bis(4-hydroxy-3-methoxyphenyl)hepta-1,6-diene-3,5-dione (368 mg, 1.0 mmol, 1.0 eq.) in dry acetone (10 mL) were added anhydrous K2CO3 (138 mg, 1.0 mmol, 1.0 eq.) and sulfuric acid dimethyl ester (176 mg, 1.0 mmol, 1.0 eq.) at rt. The reaction mixture was heated under reflux overnight, cooled, diluted with water and extracted with CH2Cl2 (30 mL×3). The combined organic layers were washed with H2O, dried over anhydrous Na2SO4 and concentrated. The resulting residue w... The solvent is CC(=O)C (acetone), O (water). Starting materials: [H-].[Na+] (NaH), COCCl (chloromethyl methyl ether), [H-].[Na+] (NaH), OC=1C(=C2C(CCSC2=C(C1C)C)=O)C (6-Hydroxy-5,7,8-trimethyl-2,3-dihydro-4H-thiochromen-4-one). Solvent: C1CCOC1 (THF). Conditions: time 2 hour. Product: COCOC=1C(=C2C(CCSC2=C(C1C)C)=O)C (6-methoxymethoxy-5,7,8-trimethyl-2,3-dihydro-4H-thiochromen4-one). RXN SMILES: [OH:1][C:2]1[C:3]([CH3:15])=[C:4]2[C:9](=[C:10]([CH3:13])[C:11]=1[CH3:12])[S:8][CH2:7][CH2:6][C:5]2=[O:14].[CH3:16][O:17][CH2:18]Cl.[H-].[Na+]>C1COCC1>[CH3:16][O:17][CH2:18][O:1][C:2]1[C:3]([CH3:15])=[C:4]2[C:9](=[C:10]([CH3:13])[C:11]=1[CH3:12])[S:8][CH2:7][CH2:6][C:5]2=[O:14] |f:2.3|. Reported procedure: 6-Hydroxy-5,7,8-trimethyl-2,3-dihydro-4H-thiochromen-4-one (2.24 g) was dissolved in anhydrous THF (100 mL) and treated with chloromethyl methyl ether (0.918 mL) and NaH (60% in mineral oil, 483 mg). The resulting reaction mixture was stirred for 2 h turning bright yellow as NaH was added and then gradually becoming pale yellow. The reaction mixture was quenched with a small amount of H2O followed by solvent evaporation and preloading the residue onto SiO2. Column chromatography (SiO2: hexane:Et... The reactants are S(=O)(=O)(OC)OC (dimethyl sulfate), FC(C(C(F)(F)F)(O)C=1C=C2C(=CC(N3C2=C(C1)CC3)=O)C)(F)F (1,2-dihydro-8-[2,2,2-trifluoro-1-hydroxy-1-(trifluoromethyl)ethyl]-6-methyl-4H-pyrrolo[3,2,1-ij]quinolin-4-one), CN(C=O)C (dimethylformamide), CC(C)([O-])C.[K+] (potassium tert-butoxide). The solvent is O (water). The product is FC(C(C(F)(F)F)(OC)C=1C=C2C(=CC(N3C2=C(C1)CC3)=O)C)(F)F (1,2-dihydro-8-[2,2,2-trifluoro-1-methoxy-1-(trifluoromethyl)-ethyl]-6-methyl-4H-pyrrolo[3,2,1-ij]quinolin-4-one). The yield is 49.0%. Reaction SMILES: [F:1][C:2]([F:24])([F:23])[C:3]([C:9]1[CH:10]=[C:11]2[C:16]3=[C:17]([CH2:19][CH2:20][N:15]3[C:14](=[O:21])[CH:13]=[C:12]2[CH3:22])[CH:18]=1)([OH:8])[C:4]([F:7])([F:6])[F:5].[CH3:25]N(C)C=O.CC(C)([O-])C.[K+].S(OC)(OC)(=O)=O>O>[F:5][C:4]([F:7])([F:6])[C:3]([C:9]1[CH:10]=[C:11]2[C:16]3=[C:17]([CH2:19][CH2:20][N:15]3[C:14](=[O:21])[CH:13]=[C:12]2[CH3:22])[CH:18]=1)([O:8][CH3:25])[C:2]([F:1])([F:23])[F:24] |f:2.3|. Procedure details: To a stirred mixture of 3.5 g of 1,2-dihydro-8-[2,2,2-trifluoro-1-hydroxy-1-(trifluoromethyl)ethyl]-6-methyl-4H-pyrrolo[3,2,1-ij]quinolin-4-one and 20 ml of dry dimethylformamide is added 1.3 g (0.012 mole) of potassium tert-butoxide in a dry nitrogen atmosphere. The mixture is heated gently to 100° and is allowed to cool. Then 1 ml (1.35 g, 0.011 mole) of dimethyl sulfate is added, and the mixture is warmed gently to 100°. The mixture is allowed to cool to room temperature and is poured into 10... Reactants: Cc1ccc(S(=O)(=O)Sc2cc(C)c(CO)cc2C(C)(C)C)cc1, O=C([O-])[O-], [K+], [K+], CN(C)C=O, CC(=O)Nc1nc(CCC2(C(C)C)CC(O)=CC(=O)O2)cs1. Product: CC(=O)Nc1nc(CCC2(C(C)C)CC(O)=C(Sc3cc(C)c(CO)cc3C(C)(C)C)C(=O)O2)cs1. RXN SMILES: [C:23]([CH3:24])([CH3:25])([CH3:26])[c:27]1[c:28]([S:36][S:37]([c:38]2[cH:39][cH:40][c:41]([CH3:42])[cH:43][cH:44]2)(=[O:45])=[O:46])[cH:29][c:30]([CH3:35])[c:31]([CH2:33][OH:34])[cH:32]1.[C:47](=[O:48])([O-:49])[O-:50].[K+:51].[K+:52].[O:53]=[CH:54][N:55]([CH3:56])[CH3:57].[OH:1][C:2]1=[CH:7][C:6](=[O:8])[O:5][C:4]([CH:9]([CH3:10])[CH3:11])([CH2:12][CH2:13][c:14]2[n:15][c:16]([NH:19][C:20]([CH3:21])=[O:22])[s:17][cH:18]2)[CH2:3]1>>[OH:1][C:2]1=[C:7]([S:36][c:28]2[c:27]([C:23]([CH3:24])([CH3:25])[CH3:26])[cH:32][c:31]([CH2:33][OH:34])[c:30]([CH3:35])[cH:29]2)[C:6](=[O:8])[O:5][C:4]([CH:9]([CH3:10])[CH3:11])([CH2:12][CH2:13][c:14]2[n:15][c:16]([NH:19][C:20]([CH3:21])=[O:22])[s:17][cH:18]2)[CH2:3]1. The reactants are OC(CN)C1=CC=CC=C1 (2-hydroxy-2-phenylethanamine), CC1=C(C=CC(=C1)C)CC(C)=O ((2,4-dimethylphenyl)propanone). Product: CC1=C(C=CC(=C1)C)CC(C)NCC(C1=CC=CC=C1)O (N-(2-(2,4-Dimethylphenyl)-1-methylethyl)-2-hydroxy-2-phenyl ethanamine). As a reaction SMILES: [OH:1][CH:2]([C:5]1[CH:10]=[CH:9][CH:8]=[CH:7][CH:6]=1)[CH2:3][NH2:4].[CH3:11][C:12]1[CH:17]=[C:16]([CH3:18])[CH:15]=[CH:14][C:13]=1[CH2:19][C:20](=O)[CH3:21]>>[CH3:11][C:12]1[CH:17]=[C:16]([CH3:18])[CH:15]=[CH:14][C:13]=1[CH2:19][CH:20]([NH:4][CH2:3][CH:2]([OH:1])[C:5]1[CH:10]=[CH:9][CH:8]=[CH:7][CH:6]=1)[CH3:21]. Reported procedure: The title compound was reprepared as a 49:51 mixture of diastereoisomers m.p. 58-63 in the manner described in Example 3 using 2-hydroxy-2-phenylethanamine and (2,4-dimethylphenyl)propanone. 'Hnmr identical with that of Example 32.